From a dataset of the Open Reaction Database (ORD), a public repository of structured organic reaction records. describe an organic reaction: reactants, conditions, products, and yield Procedure: The procedure of Example 1 was followed using phenyl benzoate (3.96 g, 20 mmol), potassium trimethylsilanolate (2.56 g, 20 mmol), dry tetrahydrofuran (50 mL), and a 5 h reaction time. Potassium benzoate (2.37 g, 74% yield) was isolated as a white solid: 1H NMR (D2O, DSS, 80 MHz) δ 7.4-8.0 (m, Ar--H's, 5H). Anal. Calcd. for C7H5KO2 : C, 52.48; H, 3.15; K, 24.41, Found: C, 50.28, 50.15, 52.45; H, 3.28, 3.36, 3.24; K, 24.80. Solvent: O1CCCC1 (tetrahydrofuran). Starting materials: C(C1=CC=CC=C1)(=O)OC1=CC=CC=C1 (phenyl benzoate), C[Si]([O-])(C)C.[K+] (potassium trimethylsilanolate). Yields the product C(C1=CC=CC=C1)(=O)[O-].[K+] (Potassium benzoate). RXN SMILES: [C:1]([O:9]C1C=CC=CC=1)(=[O:8])[C:2]1[CH:7]=[CH:6][CH:5]=[CH:4][CH:3]=1.C[Si](C)(C)[O-].[K+:21]>O1CCCC1>[C:1]([O-:9])(=[O:8])[C:2]1[CH:7]=[CH:6][CH:5]=[CH:4][CH:3]=1.[K+:21] |f:1.2,4.5|. Isolated yield 74.0%. Starting materials: C(C)(C)(C)OC(=O)N1CCN(CCC1)C1=NC2=C(N1N(C(C)=O)C)C=CC=C2 (1-(t-butoxycarbonyl)-4-(1-(N-methylacetamido)-1H-benzimidazol-2-yl)[1,4]diazepane), ClCCl (dichloromethane), I (hydriodic acid). Run in C(C)OCC (diethyl ether). Conditions: time 3 hour. Yields the product I.CN(C(C)=O)N1C(=NC2=C1C=CC=C2)N2CCNCCC2 (4-(1-(N-Methylacetamido)-1H-benzimidazol-2-yl)[1,4]diazepane hydriodic Acid Salt). As a reaction SMILES: C(OC([N:8]1[CH2:14][CH2:13][CH2:12][N:11]([C:15]2[N:19]([N:20]([CH3:24])[C:21](=[O:23])[CH3:22])[C:18]3[CH:25]=[CH:26][CH:27]=[CH:28][C:17]=3[N:16]=2)[CH2:10][CH2:9]1)=O)(C)(C)C.ClCCl.[IH:32]>C(OCC)C>[IH:32].[CH3:24][N:20]([N:19]1[C:18]2[CH:25]=[CH:26][CH:27]=[CH:28][C:17]=2[N:16]=[C:15]1[N:11]1[CH2:12][CH2:13][CH2:14][NH:8][CH2:9][CH2:10]1)[C:21](=[O:23])[CH3:22] |f:4.5|. Procedure details: Combine 1-(t-butoxycarbonyl)-4-(1-(N-methylacetamido)-1H-benzimidazol-2-yl)[1,4]diazepane (0.18 g, 0.48 mmol) and dichloromethane (10 mL). Add hydriodic acid (0.17 mL, 57%, 0.95 mmol) and warm to 40° C. After 3 hours, cool to ambient temperature and evaporate in vacuo to give a residue. Combine the residue and diethyl ether with stirring to give a solid. Collect the solid by filtration to give, after drying, the title compound. Reactants: CCO, C[Si](C)(C)CC[Si](C)(C)O[Si](C)(C)CCCOCC1CO1, NCCOCCO. Product: C[Si](C)(C)CC[Si](C)(C)O[Si](C)(C)CCCOCC(O)CNCCOCCO. Reaction SMILES: [CH3:29][CH2:30][OH:31].[CH3:8][Si:9]([O:10][Si:11]([CH2:12][CH2:13][CH2:14][O:15][CH2:16][CH:17]1[O:18][CH2:19]1)([CH3:20])[CH3:21])([CH2:22][CH2:23][Si:24]([CH3:25])([CH3:26])[CH3:27])[CH3:28].[NH2:1][CH2:2][CH2:3][O:4][CH2:5][CH2:6][OH:7]>>[NH:1]([CH2:2][CH2:3][O:4][CH2:5][CH2:6][OH:7])[CH2:19][CH:17]([CH2:16][O:15][CH2:14][CH2:13][CH2:12][Si:11]([O:10][Si:9]([CH3:8])([CH2:22][CH2:23][Si:24]([CH3:25])([CH3:26])[CH3:27])[CH3:28])([CH3:20])[CH3:21])[OH:18]. Starting materials: C([O-])([O-])=O.[K+].[K+] (potassium carbonate), [I-].[K+] (potassium iodide), ClCCCOC1=CC2=C(NC(CS2=O)=O)C=C1 (7-(3-chloropropoxy)-3,4-dihydro-2H-1,4-benzothiazin-3-one-1-oxide), N1=C(C=CC2=CC=CC=C12)CN1CCNCC1 (N-(2-quinolylmethyl)piperazine). Run in CN(C)C=O (DMF). Conditions: temperature 80 celsius, time 4 hour. The product is N1=C(C=CC2=CC=CC=C12)CN1CCN(CC1)CCCOC1=CC2=C(NC(CS2=O)=O)C=C1 (7-{3-[4-(2-quinolylmethyl)-1-piperazinyl]propoxy}-3,4-dihydro-2H-1,4-benzothiazin-3-one-1-oxide), oil. Yield: 60.9%. RXN SMILES: Cl[CH2:2][CH2:3][CH2:4][O:5][C:6]1[CH:17]=[CH:16][C:9]2[NH:10][C:11](=[O:15])[CH2:12][S:13](=[O:14])[C:8]=2[CH:7]=1.[N:18]1[C:27]2[C:22](=[CH:23][CH:24]=[CH:25][CH:26]=2)[CH:21]=[CH:20][C:19]=1[CH2:28][N:29]1[CH2:34][CH2:33][NH:32][CH2:31][CH2:30]1.C(=O)([O-])[O-].[K+].[K+].[I-].[K+]>CN(C=O)C>[N:18]1[C:27]2[C:22](=[CH:23][CH:24]=[CH:25][CH:26]=2)[CH:21]=[CH:20][C:19]=1[CH2:28][N:29]1[CH2:34][CH2:33][N:32]([CH2:2][CH2:3][CH2:4][O:5][C:6]2[CH:17]=[CH:16][C:9]3[NH:10][C:11](=[O:15])[CH2:12][S:13](=[O:14])[C:8]=3[CH:7]=2)[CH2:31][CH2:30]1 |f:2.3.4,5.6|. Reported procedure: A mixture consisting of 7-(3-chloropropoxy)-3,4-dihydro-2H-1,4-benzothiazin-3-one-1-oxide (2.02 g, 7.38 mmol), N-(2-quinolylmethyl)piperazine (2.52 g, 11.07 mmol), potassium carbonate (2.04 g, 14.76 mmol), potassium iodide (2.45 g, 14.76 mmol) and DMF (50 ml) was stirred at 80° C. for 4 hours. The solvent was distilled off from the reaction mixture under reduced pressure, followed by the addition of water. The resulting mixture was extracted with chloroform-methanol (10:1). The extract was dried... Reactants: C1CCOC1, COC(=O)CCNC(=O)c1ccc(C(=O)C(CC(=O)c2cc(C(F)(F)F)cc(C(F)(F)F)c2)c2ccc(C3CCCCC3)cc2)cc1, Cl. Yields the product O=C(O)CCNC(=O)c1ccc(C(=O)C(CC(=O)c2cc(C(F)(F)F)cc(C(F)(F)F)c2)c2ccc(C3CCCCC3)cc2)cc1. As a reaction SMILES: [CH2:49]1[O:50][CH2:51][CH2:52][CH2:53]1.[CH3:1][O:2][C:3]([CH2:4][CH2:5][NH:6][C:7]([c:8]1[cH:9][cH:10][c:11]([C:14]([CH:15]([CH2:16][C:17](=[O:18])[c:19]2[cH:20][c:21]([C:29]([F:30])([F:31])[F:32])[cH:22][c:23]([C:25]([F:26])([F:27])[F:28])[cH:24]2)[c:33]2[cH:34][cH:35][c:36]([CH:39]3[CH2:40][CH2:41][CH2:42][CH2:43][CH2:44]3)[cH:37][cH:38]2)=[O:45])[cH:12][cH:13]1)=[O:46])=[O:47].[ClH:48]>>[O:2]=[C:3]([CH2:4][CH2:5][NH:6][C:7]([c:8]1[cH:9][cH:10][c:11]([C:14]([CH:15]([CH2:16][C:17](=[O:18])[c:19]2[cH:20][c:21]([C:29]([F:30])([F:31])[F:32])[cH:22][c:23]([C:25]([F:26])([F:27])[F:28])[cH:24]2)[c:33]2[cH:34][cH:35][c:36]([CH:39]3[CH2:40][CH2:41][CH2:42][CH2:43][CH2:44]3)[cH:37][cH:38]2)=[O:45])[cH:12][cH:13]1)=[O:46])[OH:47].